Dataset: the Open Reaction Database (ORD), a public repository of structured organic reaction records. Task: describe an organic reaction: reactants, conditions, products, and yield Starting materials: [OH-].[Li+] (lithium hydroxide), COC(C1=CC(=C(C(=C1)C)OCC(C1CCCCC1)C=1N(N=C2C=CC=CC12)C1=CC=C(C=C1)Cl)C)=O ([rac]-4-{2-[2-(4-chloro-phenyl)-2H-indazol-3-yl]-2-cyclohexyl-ethoxy}-3,5-dimethyl-benzoic acid methyl ester). The solvent is C1CCOC1 (THF), CO (MeOH). Product: ClC1=CC=C(C=C1)N1N=C2C=CC=CC2=C1C(COC1=C(C=C(C(=O)O)C=C1C)C)C1CCCCC1 ([rac]-4-{2-[2-(4-Chloro-phenyl)-2H-indazol-3-yl]-2-cyclohexyl-ethoxy}-3,5-dimethyl-benzoic acid). RXN SMILES: C[O:2][C:3](=[O:37])[C:4]1[CH:9]=[C:8]([CH3:10])[C:7]([O:11][CH2:12][CH:13]([C:20]2[N:21]([C:29]3[CH:34]=[CH:33][C:32]([Cl:35])=[CH:31][CH:30]=3)[N:22]=[C:23]3[C:28]=2[CH:27]=[CH:26][CH:25]=[CH:24]3)[CH:14]2[CH2:19][CH2:18][CH2:17][CH2:16][CH2:15]2)=[C:6]([CH3:36])[CH:5]=1.[OH-].[Li+]>C1COCC1.CO>[Cl:35][C:32]1[CH:31]=[CH:30][C:29]([N:21]2[C:20]([CH:13]([CH:14]3[CH2:19][CH2:18][CH2:17][CH2:16][CH2:15]3)[CH2:12][O:11][C:7]3[C:6]([CH3:36])=[CH:5][C:4]([C:3]([OH:37])=[O:2])=[CH:9][C:8]=3[CH3:10])=[C:28]3[C:23]([CH:24]=[CH:25][CH:26]=[CH:27]3)=[N:22]2)=[CH:34][CH:33]=1 |f:1.2|. Reported procedure: In analogy to the procedure described in example 7.2, [rac]-4-{2-[2-(4-chloro-phenyl)-2H-indazol-3-yl]-2-cyclohexyl-ethoxy}-3,5-dimethyl-benzoic acid methyl ester was treated with 1 N aqueous lithium hydroxide solution in THF and MeOH to give the title compound as colorless foam. MS: m/e=503.2 [M+H+]. Starting materials: CCCCCCC (heptane), CO (methanol). The solvent is O (water). Product: C(C1=CC=CC=C1)(C1=CC=CC=C1)O (benzhydrol). The yield is 16.7%. Reaction SMILES: C[CH2:2][CH2:3][CH2:4][CH2:5][CH2:6][CH3:7].[CH3:8][OH:9]>O>[CH:8]([OH:9])([C:2]1[CH:3]=[CH:4][CH:5]=[CH:6][CH:7]=1)[C:4]1[CH:3]=[CH:2][CH:7]=[CH:6][CH:5]=1. Procedure: A procedure analogous to that described in Example 5 was used for obtaining a liquid mixture of 1,3-diketones, using CE-810 (Procter & Gamble) as the starting methyl ester. This ester had the following chain length distribution: C6: 4.1 weight %; C8: 52.8%; C10: 42.7%; and C12: 0.3%. For the preparation of potassium benzhydroxide, 103.36 g (0.561 mol) of benzhydrol was reacted with 0.55 mol of potassium hydroxide as described in Example 4. After addition of the ester (71.5 g; 0.425 mol), acetoph... Reactants: N1C=C(C2=CC=CC=C12)CC#N (3-indolylacetonitrile), C(C1=CC=CC=C1)Br (benzyl bromide), [OH-].[Na+] (NaOH), O (Water). The solvent is CO (MeOH). Reaction conditions: temperature 20 celsius, time 2 hour. Yields the product C(C1=CC=CC=C1)N1C=C(C2=CC=CC=C12)CC#N ([1-benzyl-1H-indol-3-yl]acetonitrile). As a reaction SMILES: [NH:1]1[C:9]2[C:4](=[CH:5][CH:6]=[CH:7][CH:8]=2)[C:3]([CH2:10][C:11]#[N:12])=[CH:2]1.[CH2:13](Br)[C:14]1[CH:19]=[CH:18][CH:17]=[CH:16][CH:15]=1.[OH-].[Na+].O>CO>[CH2:13]([N:1]1[C:9]2[C:4](=[CH:5][CH:6]=[CH:7][CH:8]=2)[C:3]([CH2:10][C:11]#[N:12])=[CH:2]1)[C:14]1[CH:19]=[CH:18][CH:17]=[CH:16][CH:15]=1 |f:2.3|. Procedure details: A mixture of 3-indolylacetonitrile (5 g, 32 mmol), triton B (40% in MeOH, 0.5 g), benzyl bromide (7. 8 mL, 2 eq.) and aqueous NaOH (50%, 12.6 mL) was stirred for 2 hours at 20° C. Water was added. Solid was collected by filtration and washed with water and hexane and dried under high vacuum to give [1-benzyl-1H-indol-3-yl]acetonitrile (6.97 g). MS (ES): 247 (MH+). The reactants are C1(=CC=CC=C1)COC(C1=C(C(=C(C=C1)OCCCCCCC1=C(C(=C(C=C1)C(C)C)OC)OC)CCC)O)=O (2-hydroxy-4-[6-[2,3-dimethoxy-4-(1-methylethyl)phenyl]hexyloxy]-3-propylbenzoic acid phenylmethyl ester), [H][H] (hydrogen). The reagents and catalysts are [Pd] (palladium on carbon). The solvent is C(C)(=O)OCC (ethyl acetate). Yields the product OC1=C(C(=O)O)C=CC(=C1CCC)OCCCCCCC1=C(C(=C(C=C1)C(C)C)OC)OC (2-Hydroxy-4-[6-[2,3-dimethoxy-4-(1-methylethyl)phenyl]hexyloxy]-3-propylbenzoic acid). As a reaction SMILES: C1(C[O:8][C:9](=[O:40])[C:10]2[CH:15]=[CH:14][C:13]([O:16][CH2:17][CH2:18][CH2:19][CH2:20][CH2:21][CH2:22][C:23]3[CH:28]=[CH:27][C:26]([CH:29]([CH3:31])[CH3:30])=[C:25]([O:32][CH3:33])[C:24]=3[O:34][CH3:35])=[C:12]([CH2:36][CH2:37][CH3:38])[C:11]=2[OH:39])C=CC=CC=1.[H][H]>C(OCC)(=O)C.[Pd]>[OH:39][C:11]1[C:12]([CH2:36][CH2:37][CH3:38])=[C:13]([O:16][CH2:17][CH2:18][CH2:19][CH2:20][CH2:21][CH2:22][C:23]2[CH:28]=[CH:27][C:26]([CH:29]([CH3:31])[CH3:30])=[C:25]([O:32][CH3:33])[C:24]=2[O:34][CH3:35])[CH:14]=[CH:15][C:10]=1[C:9]([OH:40])=[O:8]. Procedure: A solution of 6.96 g of 2-hydroxy-4-[6-[2,3-dimethoxy-4-(1-methylethyl)phenyl]hexyloxy]-3-propylbenzoic acid phenylmethyl ester in 150 mL of ethyl acetate and 1.4 g of 10% palladium on carbon was stirred in a hydrogen atmosphere for 3 hours. The reaction mixture was filtered through a Celite pad and the filtrate was concentrated under reduced pressure to 5.45 g, mp 106°-108°, of 2-hydroxy-4-[6-[2,3-dimethoxy-4-(1-methylethyl)phenyl]hexyloxy]-3-propylbenzoic acid. The reactants are C1(=CC=CC=C1)C1=NSC(=N1)S(=O)(=O)N (3-phenyl-1,2,4-thiadiazole-5-sulfonamide), C(CC)(OCC)(OCC)OCC (triethyl orthopropionate). Run in CCCCCC (hexane). The product is C(C)OC(CC)=NS(=O)(=O)C1=NC(=NS1)C1=CC=CC=C1 (N-(1-Ethoxypropylidene)-3-phenyl-1,2,4-thiadiazole-5-sulfonamide). Reaction SMILES: [C:1]1([C:7]2[N:11]=[C:10]([S:12]([NH2:15])(=[O:14])=[O:13])[S:9][N:8]=2)[CH:6]=[CH:5][CH:4]=[CH:3][CH:2]=1.[C:16](OCC)(OCC)([O:19][CH2:20][CH3:21])[CH2:17][CH3:18]>CCCCCC>[CH2:20]([O:19][C:16](=[N:15][S:12]([C:10]1[S:9][N:8]=[C:7]([C:1]2[CH:2]=[CH:3][CH:4]=[CH:5][CH:6]=2)[N:11]=1)(=[O:14])=[O:13])[CH2:17][CH3:18])[CH3:21]. Procedure: A mixture of 3.0 g of 3-phenyl-1,2,4-thiadiazole-5-sulfonamide and 11 ml of triethyl orthopropionate was warmed in an oil bath at 80° for 4 hours. The mixture was cooled to room temperature and diluted with hexane (35 ml) and the precipitated solid was collected, washed with hexane and dried to give 3.3 g of solid, m.p. 98°-100°.